This data is from the Open Reaction Database (ORD), a public repository of structured organic reaction records. The task is: describe an organic reaction: reactants, conditions, products, and yield Starting materials: OCCc1ccccc1, C1CCC2=NCCCN2CC1, COCCOC, Nc1nc(OS(=O)(=O)C(F)(F)F)c([N+](=O)[O-])c(-c2ccco2)n1. The product is Nc1nc(OCCc2ccccc2)c([N+](=O)[O-])c(-c2ccco2)n1. RXN SMILES: [CH2:24]([CH2:25][c:26]1[cH:27][cH:28][cH:29][cH:30][cH:31]1)[OH:32].[CH2:33]1[CH2:34][CH2:35][C:36]2=[N:41][CH2:40][CH2:39][CH2:38][N:37]2[CH2:42][CH2:43]1.[CH3:44][O:45][CH2:46][CH2:47][O:48][CH3:49].[NH2:1][c:2]1[n:3][c:4](-[c:19]2[o:20][cH:21][cH:22][cH:23]2)[c:5]([N+:16](=[O:17])[O-:18])[c:6]([O:8][S:9]([C:10]([F:11])([F:12])[F:13])(=[O:14])=[O:15])[n:7]1>>[NH2:1][c:2]1[n:3][c:4](-[c:19]2[o:20][cH:21][cH:22][cH:23]2)[c:5]([N+:16](=[O:17])[O-:18])[c:6]([O:8][CH2:24][CH2:25][c:26]2[cH:27][cH:28][cH:29][cH:30][cH:31]2)[n:7]1.